From a dataset of the Open Reaction Database (ORD), a public repository of structured organic reaction records. describe an organic reaction: reactants, conditions, products, and yield Procedure: Tert-butyl (2R,5R)-2-[2-(2-{[N-(methoxycarbonyl)-β-phenyl-L-phenylalanyl]amino}phenyl)ethyl]-5-{[(phenylcarbonyl)amino]methyl}morpholine-4-carboxylate in a 1:1 mixture of CH2Cl2/TFA (0.1 M) was stirred at rt for 1 hr. The reaction mixture was concentrated under reduced pressure and the residue was co-evaporated twice with heptane and triturated in Et2O to afford the desired product as a TFA salt. Alternatively, the TFA salt, after concentration, could be neutralized with aqueous saturated NaHCO3... Product: COC(=O)N[C@@H](C(C1=CC=CC=C1)C1=CC=CC=C1)C(=O)NC1=C(C=CC=C1)CC[C@@H]1CN([C@@H](CO1)CNC(=O)C1=CC=CC=C1)C(=O)OC(C)(C)C (tert-butyl (2R,5R)-2-[2-(2-{[N-(methoxycarbonyl)-β-phenyl-L-phenylalanyl]amino}phenyl)ethyl]-5-{[(phenylcarbonyl)amino]methyl}morpholine-4-carboxylate), C(=O)(C(F)(F)F)O (TFA). Run at time 1 hour. Reaction SMILES: [CH3:1][O:2][C:3]([NH:5][C@H:6]([C:20]([NH:22][C:23]1[CH:28]=[CH:27][CH:26]=[CH:25][C:24]=1[CH2:29][CH2:30][C@H:31]1[O:36][CH2:35][C@@H:34]([CH2:37][NH:38][C:39]([C:41]2[CH:46]=[CH:45][CH:44]=[CH:43][CH:42]=2)=[O:40])[N:33]([C:47]([O:49][C:50]([CH3:53])([CH3:52])[CH3:51])=[O:48])[CH2:32]1)=[O:21])[CH:7]([C:14]1[CH:19]=[CH:18][CH:17]=[CH:16][CH:15]=1)[C:8]1[CH:13]=[CH:12][CH:11]=[CH:10][CH:9]=1)=[O:4].C(Cl)Cl.[C:57]([OH:63])([C:59]([F:62])([F:61])[F:60])=[O:58]>>[CH3:1][O:2][C:3]([NH:5][C@H:6]([C:20]([NH:22][C:23]1[CH:28]=[CH:27][CH:26]=[CH:25][C:24]=1[CH2:29][CH2:30][C@H:31]1[O:36][CH2:35][C@@H:34]([CH2:37][NH:38][C:39]([C:41]2[CH:46]=[CH:45][CH:44]=[CH:43][CH:42]=2)=[O:40])[N:33]([C:47]([O:49][C:50]([CH3:53])([CH3:52])[CH3:51])=[O:48])[CH2:32]1)=[O:21])[CH:7]([C:8]1[CH:9]=[CH:10][CH:11]=[CH:12][CH:13]=1)[C:14]1[CH:19]=[CH:18][CH:17]=[CH:16][CH:15]=1)=[O:4].[C:57]([OH:63])([C:59]([F:62])([F:61])[F:60])=[O:58] |f:1.2|. The reactants are COC(=O)N[C@@H](C(C1=CC=CC=C1)C1=CC=CC=C1)C(=O)NC1=C(C=CC=C1)CC[C@@H]1CN([C@@H](CO1)CNC(=O)C1=CC=CC=C1)C(=O)OC(C)(C)C (Tert-butyl (2R,5R)-2-[2-(2-{[N-(methoxycarbonyl)-β-phenyl-L-phenylalanyl]amino}phenyl)ethyl]-5-{[(phenylcarbonyl)amino]methyl}morpholine-4-carboxylate), C(Cl)Cl.C(=O)(C(F)(F)F)O (CH2Cl2 TFA).